Dataset: the Open Reaction Database (ORD), a public repository of structured organic reaction records. Task: describe an organic reaction: reactants, conditions, products, and yield Reactants: ClC=1C=C2C=3N(C(C(NC3C1)=O)=O)[C@@H](CC2)CC(NC2=C(C=C(C=C2)CNC(=O)OC(C)(C)C)CC(=O)OC)=O ((S)-9-chloro-5-[p-tert-butoxycarbonylaminomethyl-o-(methoxycarbonylmethyl)phenylcarbamoylmethyl]-6,7-dihydro-1H, 5H -pyrido[1,2,3-de]quinoxaline-2,3-dione), C1CCOC1 (THF), CO (methanol), S(=O)(=O)(O)[O-].[K+] (potassium hydrogen sulfate). Run in S(=O)(=O)([O-])[O-].[Na+].[Na+] (sodium sulfate). Run at time 4 hour. Product: ClC=1C=C2C=3N(C(C(NC3C1)=O)=O)[C@@H](CC2)CC(NC2=C(C=C(C=C2)CNC(=O)OC(C)(C)C)CC(=O)O)=O ((S)-9-Chloro-5-[p-tert-butoxycarbonylaminomethyl-o-(carboxymethyl)phenylcarbamoylmethyl]-6,7-dihydro-1H, 5H-pyrido[1,2,3-de]quinoxaline-2,3-dione). Isolated yield 84.6%. RXN SMILES: [Cl:1][C:2]1[CH:3]=[C:4]2[CH2:16][CH2:15][C@@H:14]([CH2:17][C:18](=[O:40])[NH:19][C:20]3[CH:25]=[CH:24][C:23]([CH2:26][NH:27][C:28]([O:30][C:31]([CH3:34])([CH3:33])[CH3:32])=[O:29])=[CH:22][C:21]=3[CH2:35][C:36]([O:38]C)=[O:37])[N:6]3[C:7](=[O:13])[C:8](=[O:12])[NH:9][C:10]([CH:11]=1)=[C:5]23.C1COCC1.CO.S([O-])(O)(=O)=O.[K+]>S([O-])([O-])(=O)=O.[Na+].[Na+]>[Cl:1][C:2]1[CH:3]=[C:4]2[CH2:16][CH2:15][C@@H:14]([CH2:17][C:18](=[O:40])[NH:19][C:20]3[CH:25]=[CH:24][C:23]([CH2:26][NH:27][C:28]([O:30][C:31]([CH3:33])([CH3:34])[CH3:32])=[O:29])=[CH:22][C:21]=3[CH2:35][C:36]([OH:38])=[O:37])[N:6]3[C:7](=[O:13])[C:8](=[O:12])[NH:9][C:10]([CH:11]=1)=[C:5]23 |f:3.4,5.6.7|. Procedure: A solution of (S)-9-chloro-5-[p-tert-butoxycarbonylaminomethyl-o-(methoxycarbonylmethyl)phenylcarbamoylmethyl]-6,7-dihydro-1H, 5H -pyrido[1,2,3-de]quinoxaline-2,3-dione (1.82 g, 3.18 mmol) in a mixture of 1N aqueous sodium sulfate (20 mL), THF (20 mL), and methanol (20 mL) was stirred for 4 h at room temperature. The mixture was acidified to pH 3 by addition of 5% potassium hydrogen sulfate and extracted with a 1:1 mixture of ethyl acetate and THF. The organic layers were washed with brine, drie...